From a dataset of the Open Reaction Database (ORD), a public repository of structured organic reaction records. describe an organic reaction: reactants, conditions, products, and yield Reactants: BrCCC=C1C2=C(OCC3=C1C=CC=N3)C=CC(=C2)C(C)(C)O (2-[5-(3-bromo-propylidene)-5,11-dihydro-10-oxa-1-aza-dibenzo[a,d]cyclohepten-7-yl]-propan-2-ol), COC(CN(C1CCNCC1)CC1=CC=C(C=C1)Cl)=O ([(4-chloro-benzyl)-piperidin-4-yl-amino]-acetic acid methyl ester), C([O-])([O-])=O.[K+].[K+] (potassium carbonate). Solvent: C(C)(=O)OCC (ethyl acetate), C(C)#N (acetonitrile), O (water). Run at time 13 day. The product is COC(CN(C1CCN(CC1)CCC=C1C2=C(OCC3=C1C=CC=N3)C=CC(=C2)C(C)(C)O)CC2=CC=C(C=C2)Cl)=O ([(4-Chloro-benzyl)-(1-{3-[7-(1-hydroxy-1-methyl-ethyl)-11H-10-oxa-1-aza-dibenzo[a,d]cyclohepten-5-ylidene]-propyl}-piperidin-4-yl)-amino]-acetic acid methyl ester). Reaction SMILES: [CH3:1][O:2][C:3](=[O:20])[CH2:4][N:5]([CH2:12][C:13]1[CH:18]=[CH:17][C:16]([Cl:19])=[CH:15][CH:14]=1)[CH:6]1[CH2:11][CH2:10][NH:9][CH2:8][CH2:7]1.C(=O)([O-])[O-].[K+].[K+].Br[CH2:28][CH2:29][CH:30]=[C:31]1[C:37]2[CH:38]=[CH:39][CH:40]=[N:41][C:36]=2[CH2:35][O:34][C:33]2[CH:42]=[CH:43][C:44]([C:46]([OH:49])([CH3:48])[CH3:47])=[CH:45][C:32]1=2>C(#N)C.O.C(OCC)(=O)C>[CH3:1][O:2][C:3](=[O:20])[CH2:4][N:5]([CH2:12][C:13]1[CH:14]=[CH:15][C:16]([Cl:19])=[CH:17][CH:18]=1)[CH:6]1[CH2:11][CH2:10][N:9]([CH2:28][CH2:29][CH:30]=[C:31]2[C:37]3[CH:38]=[CH:39][CH:40]=[N:41][C:36]=3[CH2:35][O:34][C:33]3[CH:42]=[CH:43][C:44]([C:46]([OH:49])([CH3:48])[CH3:47])=[CH:45][C:32]2=3)[CH2:8][CH2:7]1 |f:1.2.3|. Reported procedure: To a solution of the product of step 3 (0.251 g, 0.680 mmol) in acetonitrile (4 mL) was added potassium carbonate (0.310 g, 2.24 mmol) in water (2 mL), followed by 2-[5-(3-bromo-propylidene)-5,11-dihydro-10-oxa-1-aza-dibenzo[a,d]cyclohepten-7-yl]-propan-2-ol (170 mg, 448 mmol). The resulting orange solution was stirred at rt 13 days. The mixture was diluted with ethyl acetate and washed with water and brine. The washed extracts were dried over magnesium sulfate, filtered and concentrated. Pure t...